From a dataset of the Open Reaction Database (ORD), a public repository of structured organic reaction records. describe an organic reaction: reactants, conditions, products, and yield The reactants are C[O-].[Na+] (sodium methoxide), HCl-salt, C1(=CC=CC=C1)C1(CCCCC1)CC(=N)N (2-(1-phenyl-cyclohexyl)-acetamidine), COC(/C(=C(/C(=O)OC(C)(C)C)\O)/OCC1=CC=CC=C1)=O ((E)-2-benzyloxy-3-hydroxy-but-2-enedioic acid 4-tert-butyl ester 1-methyl ester), crude product. Run in CO (methanol), ClCCl (dichloromethane). Reaction conditions: time 16 hour. Product: C(C)(C)(C)OC(=O)C1=NC(=NC(=C1OCC1=CC=CC=C1)O)CC1(CCCCC1)C1=CC=CC=C1 (5-benzyloxy-6-hydroxy-2-(1-phenyl-cyclohexylmethyl)-pyrimidine-4-carboxylic acid tert-butyl ester). The yield is 85.2%. Reaction SMILES: [C:1]1([C:7]2([CH2:13][C:14]([NH2:16])=[NH:15])[CH2:12][CH2:11][CH2:10][CH2:9][CH2:8]2)[CH:6]=[CH:5][CH:4]=[CH:3][CH:2]=1.C[O:18][C:19](=O)/[C:20](/[O:30][CH2:31][C:32]1[CH:37]=[CH:36][CH:35]=[CH:34][CH:33]=1)=[C:21](\O)/[C:22]([O:24][C:25]([CH3:28])([CH3:27])[CH3:26])=[O:23].C[O-].[Na+]>CO.ClCCl>[C:25]([O:24][C:22]([C:21]1[C:20]([O:30][CH2:31][C:32]2[CH:37]=[CH:36][CH:35]=[CH:34][CH:33]=2)=[C:19]([OH:18])[N:16]=[C:14]([CH2:13][C:7]2([C:1]3[CH:6]=[CH:5][CH:4]=[CH:3][CH:2]=3)[CH2:12][CH2:11][CH2:10][CH2:9][CH2:8]2)[N:15]=1)=[O:23])([CH3:28])([CH3:26])[CH3:27] |f:2.3|. Reported procedure: To a mixture of HCl-salt of 2-(1-phenyl-cyclohexyl)-acetamidine (254) (2.0 g, 7.91 mmol) and (E)-2-benzyloxy-3-hydroxy-but-2-enedioic acid 4-tert-butyl ester 1-methyl ester (9) (3.66 g, 11.86 mmol) in methanol (50.0 mL) was added sodium methoxide (1.28 g, 23.73 mmol, 25% in methanol) at 0° C. Then the reaction mixture was allowed to warm up to room temperature and was stirred for 16 h. After completion of the reaction, the solvent was reduced and the crude product was dissolved in dichloromethan...